Dataset: the Open Reaction Database (ORD), a public repository of structured organic reaction records. Task: describe an organic reaction: reactants, conditions, products, and yield Reactants: N(=O)OC(C)(C)C (Tert-butyl nitrite), C(C)OC(=O)C=1NC2=CC=CC(=C2C1)OC1=C(C=C(C=C1)F)N (4-(2-Amino-4-fluoro-phenoxy)-1H-indole-2-carboxylic acid ethyl ester). Run in CN(C=O)C (dimethylformamide), C(C)OCC (diethyl ether), CN(C=O)C (dimethylformamide). Run at temperature 65 celsius, time 10 minute. Product: C(C)OC(=O)C=1NC2=CC=CC(=C2C1)OC1=CC=C(C=C1)F (4-(4-Fluoro-phenoxy)-1H-indole-2-carboxylic acid ethyl ester). Reaction SMILES: N(OC(C)(C)C)=O.[CH2:8]([O:10][C:11]([C:13]1[NH:14][C:15]2[C:20]([CH:21]=1)=[C:19]([O:22][C:23]1[CH:28]=[CH:27][C:26]([F:29])=[CH:25][C:24]=1N)[CH:18]=[CH:17][CH:16]=2)=[O:12])[CH3:9]>CN(C)C=O.C(OCC)C>[CH2:8]([O:10][C:11]([C:13]1[NH:14][C:15]2[C:20]([CH:21]=1)=[C:19]([O:22][C:23]1[CH:24]=[CH:25][C:26]([F:29])=[CH:27][CH:28]=1)[CH:18]=[CH:17][CH:16]=2)=[O:12])[CH3:9]. Reported procedure: Tert-butyl nitrite (0.46 ml, 4.45 mmol) is dissolved in 5 ml of dimethylformamide and heated to 65° C. A solution of 147 (1.4 g, 4.45 mmol) in 5 ml of dimethylformamide is added dropwise and the mixture is stirred of additional 10 minutes. The brown solution is cooled to room temperature, diluted with diethyl ether and washed with 2N HCl and brine. The organic layers are dried over sodium sulphate and evaporated. The crude product (1.0 g of a brown oil) is further purified by flash-chromatograph... Reactants: COC1=C(C(=C2C(OCC2=C1C)=O)OCC[Si](C)(C)C)CC=O ([6-methoxy-7-methyl-3-oxo-4-(2-trimethylsilanyl-ethoxy)-1,3-dihydro-isobenzofuran-5-yl]-acetaldehyde), [Li+].[BH4-] (LiBH4). The solvent is C1CCOC1 (THF), C1CCOC1 (THF). Reaction conditions: time 1 hour. The product is OCCC1=C(C(=C2COC(C2=C1OCC[Si](C)(C)C)=O)C)OC (6-(2-Hydroxy-ethyl)-5-methoxy-4-methyl-7-(2-trimethylsilanyl-ethoxy)-3H-isobenzofuran-1-one). As a reaction SMILES: [CH3:1][O:2][C:3]1[C:11]([CH3:12])=[C:10]2[C:6]([C:7](=[O:13])[O:8][CH2:9]2)=[C:5]([O:14][CH2:15][CH2:16][Si:17]([CH3:20])([CH3:19])[CH3:18])[C:4]=1[CH2:21][CH:22]=[O:23].[Li+].[BH4-]>C1COCC1>[OH:23][CH2:22][CH2:21][C:4]1[C:5]([O:14][CH2:15][CH2:16][Si:17]([CH3:20])([CH3:19])[CH3:18])=[C:6]2[C:10]([CH2:9][O:8][C:7]2=[O:13])=[C:11]([CH3:12])[C:3]=1[O:2][CH3:1] |f:1.2|. Procedure details: To a solution of [6-methoxy-7-methyl-3-oxo-4-(2-trimethylsilanyl-ethoxy)-1,3-dihydro-isobenzofuran-5-yl]-acetaldehyde (97 mg, 0.29 mmol) in THF (5 mL) was added an aliquot of a 2 M LiBH4 in THF (150 μL, 0.300 mmol). The reaction mixture was stirred at room temperature for 1 hour when complete consumption of the starting materials was observed by TLC. The reaction mixture was worked up by addition of an aqueous 1N HCl solution and extraction with EtOAc. The organic layer was dried in vacuo and th...